This data is from the Open Reaction Database (ORD), a public repository of structured organic reaction records. The task is: describe an organic reaction: reactants, conditions, products, and yield The reactants are C(C)OC([C@H]1NCSC1)=O (L-thioproline ethyl ester), C1[C@H](CCC2=CC=CC=C12)CC(=O)O ((S)-(-)-1,2,3,4-tetrahydronaphthalen-2-ylacetic acid), COC([C@H]1NCCC1)=O (L-proline methyl ester), C1(CCC2=CC=CC=C12)CC(=O)O (2-indanyl acetic acid). Yields the product COC([C@H]1N(CCC1)C(C[C@@H]1CC2=CC=CC=C2CC1)=O)=O (1-[(S)-(-)-1,2,3,4-tetrahydronaphthalen-2-ylacetyl]-L-proline methyl ester). Yield: 72.0%. As a reaction SMILES: [CH2:1]1[C:10]2[C:5](=[CH:6][CH:7]=[CH:8][CH:9]=2)[CH2:4][CH2:3][C@@H:2]1[CH2:11][C:12]([OH:14])=O.[CH3:15][O:16][C:17](=[O:23])[C@@H:18]1[CH2:22][CH2:21][CH2:20][NH:19]1.C1(CC(O)=O)C2C(=CC=CC=2)CC1.C(OC(=O)[C@@H]1CSCN1)C>>[CH3:15][O:16][C:17](=[O:23])[C@@H:18]1[CH2:22][CH2:21][CH2:20][N:19]1[C:12](=[O:14])[CH2:11][C@H:2]1[CH2:3][CH2:4][C:5]2[C:10](=[CH:9][CH:8]=[CH:7][CH:6]=2)[CH2:1]1. Reported procedure: Colorless crystals of 1-[(S)-(-)-1,2,3,4-tetrahydronaphthalen-2-ylacetyl]-L-proline methyl ester were prepared in the same manner as in Reference Example 1, except that (S)-(-)-1,2,3,4-tetrahydronaphthalen-2-ylacetic acid and L-proline methyl ester were used instead of 2-indanyl acetic acid and L-thioproline ethyl ester, respectively yield: 72%). Procedure details: A mixture of 5-chloro-4,6-dinitro-o-cymene (4.0 g, 0.0155 mole) and isopropylamine (3.2 g, 0.054 mole) in toluene is heated in a bomb at 100° C. for 4 hours. The cooled mixture is washed with aqueous bicarbonate solution, dried over magnesium sulfate, and concentrated to leave the crude product which is purified by dry column chromatography to yield 3.2 g of product with mp 54°-55° C. By using one of the aforementioned procedures for the dinitration of the appropriate N-alkyl-4-alkyl-m-toluidine... Run at temperature 100 celsius. The product is C(C)(C)NC1=C(C=C(C(=C1[N+](=O)[O-])C(C)C)C)[N+](=O)[O-] (N-Isopropyl-4,6-dinitro-o-Cymen-5-amine). Isolated yield 73.4%. RXN SMILES: Cl[C:2]1[C:7]([N+:8]([O-:10])=[O:9])=[C:6]([CH:11]([CH3:13])[CH3:12])[C:5]([CH3:14])=[CH:4][C:3]=1[N+:15]([O-:17])=[O:16].[CH:18]([NH2:21])([CH3:20])[CH3:19]>C1(C)C=CC=CC=1>[CH:18]([NH:21][C:2]1[C:7]([N+:8]([O-:10])=[O:9])=[C:6]([CH:11]([CH3:13])[CH3:12])[C:5]([CH3:14])=[CH:4][C:3]=1[N+:15]([O-:17])=[O:16])([CH3:20])[CH3:19]. The reactants are ClC1=C(C=C(C(=C1[N+](=O)[O-])C(C)C)C)[N+](=O)[O-] (5-chloro-4,6-dinitro-o-cymene), C(C)(C)N (isopropylamine). Solvent: C1(=CC=CC=C1)C (toluene).